Dataset: the Open Reaction Database (ORD), a public repository of structured organic reaction records. Task: describe an organic reaction: reactants, conditions, products, and yield The reactants are N1(CCC2=CC=CC=C12)C1=C(C=CC=C1)NC(=O)C1=CC=NC=C1 (N-[2-(2,3-dihydro-1H-indol-1-yl)phenyl]-4-pyridinecarboxamide). The solvent is P(=O)(Cl)(Cl)Cl (phosphorous oxychloride). The product is N1=CC=C(C=C1)C1=NC2=C(N3C4=C1C=CC=C4CC3)C=CC=C2 (6-(4-Pyridinyl)-1,2-dihydrobenzo[b]pyrrolo[3,2,1-jk][1,4]benzodiazepine). Isolated yield 71.1%. RXN SMILES: [N:1]1([C:10]2[CH:15]=[CH:14][CH:13]=[CH:12][C:11]=2[NH:16][C:17]([C:19]2[CH:24]=[CH:23][N:22]=[CH:21][CH:20]=2)=O)[C:9]2[C:4](=[CH:5][CH:6]=[CH:7][CH:8]=2)[CH2:3][CH2:2]1>P(Cl)(Cl)(Cl)=O>[N:22]1[CH:23]=[CH:24][C:19]([C:17]2[C:8]3[CH:7]=[CH:6][CH:5]=[C:4]4[CH2:3][CH2:2][N:1]([C:9]=34)[C:10]3[CH:15]=[CH:14][CH:13]=[CH:12][C:11]=3[N:16]=2)=[CH:20][CH:21]=1. Procedure: N-[2-(2,3-dihydro-1H-indol-1-yl)phenyl]-4-pyridinecarboxamide (10 gm) in phosphorous oxychloride (300 ml) was refluxed under nitrogen for 4.5 hours. Themixture was cooled to room temperature. The excess of phosphorous oxychloride was removed under reduced pressure (55° C.). The residue was partitioned between dichloromethane and 10% sodium hydroxide solution (600 ml:600 ml). The organic phase was separated and washed with water (250 ml) and brine (2×500 ml). The solution was dried over anhydrous... Starting materials: CN(C)C=O, C[Si](C)(C)Cl, CCCCCC, C#CCC(O)(CF)CCCC, c1c[nH]cn1. Yields the product C#CCC(CF)(CCCC)O[Si](C)(C)C. Reaction SMILES: [CH3:17][N:18]([CH3:19])[CH:20]=[O:21].[CH3:22][Si:23]([Cl:24])([CH3:25])[CH3:26].[CH3:27][CH2:28][CH2:29][CH2:30][CH2:31][CH3:32].[F:1][CH2:2][C:3]([CH2:4][C:5]#[CH:6])([CH2:7][CH2:8][CH2:9][CH3:10])[OH:11].[nH:12]1[cH:13][cH:14][n:15][cH:16]1>>[F:1][CH2:2][C:3]([CH2:4][C:5]#[CH:6])([CH2:7][CH2:8][CH2:9][CH3:10])[O:11][Si:23]([CH3:22])([CH3:25])[CH3:26]. Reactants: IC=1C=C(C=C2C=C(C(OC12)C(F)(F)F)C(=O)OCC)OC(F)(F)F (ethyl 8-iodo-6-(trifluoromethoxy)-2-(trifluoromethyl)-2H-chromene-3-carboxylate), CB1OB(OB(O1)C)C (trimethylboroxine), CCOC(=O)C (EtOAc), C(Cl)Cl (CH2Cl2), C(=O)([O-])[O-].[Cs+].[Cs+] (Cs2CO3). The reagents and catalysts are C1=CC=C(C=C1)P([C-]2C=CC=C2)C3=CC=CC=C3.C1=CC=C(C=C1)P([C-]2C=CC=C2)C3=CC=CC=C3.Cl[Pd]Cl.[Fe+2] (PdCl2(dppf)2). Run in O1CCOCC1 (dioxane). The product is CC=1C=C(C=C2C=C(C(OC12)C(F)(F)F)C(=O)OCC)OC(F)(F)F (ethyl 8-methyl-6-(trifluoromethoxy)-2-(trifluoromethyl)-2H-chromene-3-carboxylate). Yield: 83.0%. RXN SMILES: I[C:2]1[CH:3]=[C:4]([O:21][C:22]([F:25])([F:24])[F:23])[CH:5]=[C:6]2[C:11]=1[O:10][CH:9]([C:12]([F:15])([F:14])[F:13])C(C(OCC)=O)=[CH:7]2.CB1OB(C)OB(C)O1.C(Cl)Cl.[C:38]([O-])([O-])=O.[Cs+].[Cs+].[CH3:44][CH2:45][O:46][C:47]([CH3:49])=[O:48]>O1CCOCC1.C1C=CC(P(C2C=CC=CC=2)[C-]2C=CC=C2)=CC=1.C1C=CC(P(C2C=CC=CC=2)[C-]2C=CC=C2)=CC=1.Cl[Pd]Cl.[Fe+2]>[CH3:7][C:6]1[CH:5]=[C:4]([O:21][C:22]([F:23])([F:24])[F:25])[CH:3]=[C:2]2[C:11]=1[O:10][CH:9]([C:12]([F:13])([F:14])[F:15])[C:49]([C:47]([O:46][CH2:45][CH3:44])=[O:48])=[CH:38]2 |f:3.4.5,8.9.10.11|. Procedure details: A mixture of ethyl 8-iodo-6-(trifluoromethoxy)-2-(trifluoromethyl)-2H-chromene-3-carboxylate prepared as in Example 21a, Step 2 (0.500 g, 1.04 mmole), trimethylboroxine (145 uL, 1.04 mmole), PdCl2(dppf)2.CH2Cl2 (0.084 mg, 0.104 mmole) and Cs2CO3 (1.01 g, 3.11 mmole) in 10% aqueous dioxane (2.5 mL) was heated to 110° C. under a dry N2 atmosphere for 6 h. The mixture was poured into EtOAc (100 mL), washed with brine (2×50 mL), dried over MgSO4, filtered and concentrated in vacuo to give an oily ye... Reactants: BrCc1ccccc1, CC#N, Cc1ccccc1-c1ccncc1COCc1cc(C(F)(F)F)cc(C(F)(F)F)c1. The product is [Br-], Cc1ccccc1-c1cc[n+](Cc2ccccc2)cc1COCc1cc(C(F)(F)F)cc(C(F)(F)F)c1. As a reaction SMILES: [Br:31][CH2:32][c:33]1[cH:34][cH:35][cH:36][cH:37][cH:38]1.[CH3:39][C:40]#[N:41].[F:1][C:2]([c:3]1[cH:4][c:5]([CH2:6][O:7][CH2:8][c:9]2[cH:10][n:11][cH:12][cH:13][c:14]2-[c:15]2[c:16]([CH3:21])[cH:17][cH:18][cH:19][cH:20]2)[cH:22][c:23]([C:25]([F:26])([F:27])[F:28])[cH:24]1)([F:29])[F:30]>>[Br-:31].[F:1][C:2]([c:3]1[cH:4][c:5]([CH2:6][O:7][CH2:8][c:9]2[cH:10][n+:11]([CH2:32][c:33]3[cH:34][cH:35][cH:36][cH:37][cH:38]3)[cH:12][cH:13][c:14]2-[c:15]2[c:16]([CH3:21])[cH:17][cH:18][cH:19][cH:20]2)[cH:22][c:23]([C:25]([F:26])([F:27])[F:28])[cH:24]1)([F:29])[F:30]. Starting materials: CC(C)S(=O)(=O)N1CCNCC1, CC(C)N1CCN(C(=O)c2ccc3[nH]c(C(=O)N4CCN(S(C)(=O)=O)CC4)cc3c2)CC1. RXN SMILES: [CH3:33][CH:34]([CH3:35])[S:36](=[O:37])(=[O:38])[N:39]1[CH2:40][CH2:41][NH:42][CH2:43][CH2:44]1.[CH:1]([CH3:2])([CH3:3])[N:4]1[CH2:5][CH2:6][N:7]([C:10](=[O:11])[c:12]2[cH:13][c:14]3[cH:15][c:16]([C:21](=[O:22])[N:23]4[CH2:24][CH2:25][N:26]([S:27]([CH3:28])(=[O:29])=[O:30])[CH2:31][CH2:32]4)[nH:17][c:18]3[cH:19][cH:20]2)[CH2:8][CH2:9]1>>[CH:1]([CH3:2])([CH3:3])[N:4]1[CH2:5][CH2:6][N:7]([C:10](=[O:11])[c:12]2[cH:13][c:14]3[cH:15][c:16]([C:21](=[O:22])[N:42]4[CH2:41][CH2:40][N:39]([S:36]([CH:34]([CH3:33])[CH3:35])(=[O:37])=[O:38])[CH2:44][CH2:43]4)[nH:17][c:18]3[cH:19][cH:20]2)[CH2:8][CH2:9]1. Yields the product CC(C)N1CCN(C(=O)c2ccc3[nH]c(C(=O)N4CCN(S(=O)(=O)C(C)C)CC4)cc3c2)CC1. Reactants: Cl.NCP(O)(=O)CN (bis(aminomethyl)phosphinic acid hydrochloride), C(C)(C)(C)OC(=O)N[C@@H](CC1=CC=CC=C1)C(=O)O (tert.-butoxycarbonyI-L-phenylalanine). The product is C(C)(C)(C)OC(=O)N[C@@H](CC1=CC=CC=C1)C(=O)C(N)P(O)(=O)C(C([C@@H](NC(=O)OC(C)(C)C)CC1=CC=CC=C1)=O)N (Bis(tert.-butoxycarbonyI-L-phenylalanyl-aminomethyl)-Phosphinic acid). As a reaction SMILES: Cl.[NH2:2][CH2:3][P:4]([CH2:7][NH2:8])(=[O:6])[OH:5].[C:9]([O:13][C:14]([NH:16][C@H:17]([C:25]([OH:27])=O)[CH2:18][C:19]1[CH:24]=[CH:23][CH:22]=[CH:21][CH:20]=1)=[O:15])([CH3:12])([CH3:11])[CH3:10]>>[C:9]([O:13][C:14]([NH:16][C@H:17]([C:25]([CH:3]([P:4]([CH:7]([NH2:8])[C:25](=[O:27])[C@H:17]([CH2:18][C:19]1[CH:20]=[CH:21][CH:22]=[CH:23][CH:24]=1)[NH:16][C:14]([O:13][C:9]([CH3:10])([CH3:11])[CH3:12])=[O:15])(=[O:5])[OH:6])[NH2:2])=[O:27])[CH2:18][C:19]1[CH:24]=[CH:23][CH:22]=[CH:21][CH:20]=1)=[O:15])([CH3:11])([CH3:12])[CH3:10] |f:0.1|. Reported procedure: Synthesis in analogy to Example 1 from bis(aminomethyl)phosphinic acid hydrochloride and tert.-butoxycarbonyI-L-phenylalanine The reactants are ClCCl, CCNc1nc(Cl)cc(NC2CC2)n1, CS, CO. Product: CCNc1nc(NC2CC2)cc(SC)n1. Reaction SMILES: [CH2:19]([Cl:20])[Cl:21].[CH2:1]([CH3:2])[NH:3][c:4]1[n:5][c:6]([Cl:14])[cH:7][c:8]([NH:10][CH:11]2[CH2:12][CH2:13]2)[n:9]1.[CH3:15][SH:16].[CH3:17][OH:18]>>[CH2:1]([CH3:2])[NH:3][c:4]1[n:5][c:6]([S:16][CH3:15])[cH:7][c:8]([NH:10][CH:11]2[CH2:12][CH2:13]2)[n:9]1.